From a dataset of the Open Reaction Database (ORD), a public repository of structured organic reaction records. describe an organic reaction: reactants, conditions, products, and yield Reactants: CC#N, CN, CS(=O)(=O)N1CCC(=O)CC1, [Na+], [OH-]. Product: CNC1CCN(S(C)(=O)=O)CC1. Reaction SMILES: [CH3:16][C:17]#[N:18].[CH3:1][NH2:2].[CH3:3][S:4](=[O:5])(=[O:6])[N:7]1[CH2:8][CH2:9][C:10](=[O:13])[CH2:11][CH2:12]1.[Na+:15].[OH-:14]>>[CH3:1][NH:2][CH:10]1[CH2:9][CH2:8][N:7]([S:4]([CH3:3])(=[O:5])=[O:6])[CH2:12][CH2:11]1. Starting materials: CON, COC(=O)c1ccc2c(c1)OCCc1cc(C(=O)N(C)c3ccccc3Cl)sc1-2. Product: CONC(=O)c1ccc2c(c1)OCCc1cc(C(=O)N(C)c3ccccc3Cl)sc1-2. As a reaction SMILES: [CH3:30][O:31][NH2:32].[Cl:1][c:2]1[c:3]([N:8]([C:9](=[O:10])[c:11]2[cH:12][c:13]3[c:14]([s:28]2)-[c:15]2[c:16]([cH:20][c:21]([C:24](=[O:25])[O:26][CH3:27])[cH:22][cH:23]2)[O:17][CH2:18][CH2:19]3)[CH3:29])[cH:4][cH:5][cH:6][cH:7]1>>[Cl:1][c:2]1[c:3]([N:8]([C:9](=[O:10])[c:11]2[cH:12][c:13]3[c:14]([s:28]2)-[c:15]2[c:16]([cH:20][c:21]([C:24](=[O:25])[NH:32][O:31][CH3:30])[cH:22][cH:23]2)[O:17][CH2:18][CH2:19]3)[CH3:29])[cH:4][cH:5][cH:6][cH:7]1. Reactants: Brc1ccc2c(c1)CCN2, CS(C)=O, NC(=O)c1ccccc1F, [H-], [Na+]. The product is NC(=O)c1ccccc1N1CCc2cc(Br)ccc21. RXN SMILES: [Br:1][c:2]1[cH:3][c:4]2[c:8]([cH:9][cH:10]1)[NH:7][CH2:6][CH2:5]2.[CH3:23][S:24]([CH3:25])=[O:26].[F:13][c:14]1[c:15]([C:16](=[O:17])[NH2:18])[cH:19][cH:20][cH:21][cH:22]1.[H-:11].[Na+:12]>>[Br:1][c:2]1[cH:3][c:4]2[c:8]([cH:9][cH:10]1)[N:7]([c:14]1[c:15]([C:16](=[O:17])[NH2:18])[cH:19][cH:20][cH:21][cH:22]1)[CH2:6][CH2:5]2. Reactants: COC(=O)CCCC#CCBr, O=C([O-])[O-], CCC(C)=O, [K+], [K+], O=c1[nH]c(-c2ccccc2)c(-c2ccccc2)n1-c1ccccc1. The product is COC(=O)CCCC#CCn1c(-c2ccccc2)c(-c2ccccc2)n(-c2ccccc2)c1=O. As a reaction SMILES: [Br:25][CH2:26][C:27]#[C:28][CH2:29][CH2:30][CH2:31][C:32](=[O:33])[O:34][CH3:35].[C:36](=[O:37])([O-:38])[O-:39].[CH3:42][C:43](=[O:44])[CH2:45][CH3:46].[K+:40].[K+:41].[c:1]1(-[n:7]2[c:8](=[O:24])[nH:9][c:10](-[c:18]3[cH:19][cH:20][cH:21][cH:22][cH:23]3)[c:11]2-[c:12]2[cH:13][cH:14][cH:15][cH:16][cH:17]2)[cH:2][cH:3][cH:4][cH:5][cH:6]1>>[c:1]1(-[n:7]2[c:8](=[O:24])[n:9]([CH2:26][C:27]#[C:28][CH2:29][CH2:30][CH2:31][C:32](=[O:33])[O:34][CH3:35])[c:10](-[c:18]3[cH:19][cH:20][cH:21][cH:22][cH:23]3)[c:11]2-[c:12]2[cH:13][cH:14][cH:15][cH:16][cH:17]2)[cH:2][cH:3][cH:4][cH:5][cH:6]1. Starting materials: FC(C(=O)O)(F)F.NCCN1C(N(C2=CC=CC=C2C1=O)CC(=O)NC1=C(C=C(C(=C1)Cl)OC)OC)=O (2-[3-(2-Amino-ethyl)-2,4-dioxo-3,4-dihydro-2H-quinazolin-1-yl]-N-(5-chloro-2,4-dimethoxy-phenyl)-acetamide trifluoroacetate), C1(CCC1)C(=O)Cl (cyclobutane carbonyl chloride), O (Water), CCOC(=O)C (EtOAc). The solvent is C1CCOC1 (THF), C(C)N(CC)CC (triethylamine). Reaction conditions: time 8 hour. Product: ClC=1C(=CC(=C(C1)NC(=O)CN1C(N(C(C2=CC=CC=C12)=O)CCNC(=O)C1CCC1)=O)OC)OC (Cyclobutanecarboxylic acid (2-{1-[(5-chloro-2,4-dimethoxy-phenylcarbamoyl)-methyl]-2,4-dioxo-1,4-dihydro-2H-quinazolin-3-yl}-ethyl)-amide). RXN SMILES: FC(F)(F)C(O)=O.[NH2:8][CH2:9][CH2:10][N:11]1[C:20](=[O:21])[C:19]2[C:14](=[CH:15][CH:16]=[CH:17][CH:18]=2)[N:13]([CH2:22][C:23]([NH:25][C:26]2[CH:31]=[C:30]([Cl:32])[C:29]([O:33][CH3:34])=[CH:28][C:27]=2[O:35][CH3:36])=[O:24])[C:12]1=[O:37].[CH:38]1([C:42](Cl)=[O:43])[CH2:41][CH2:40][CH2:39]1.O.CCOC(C)=O>C1COCC1.C(N(CC)CC)C>[Cl:32][C:30]1[C:29]([O:33][CH3:34])=[CH:28][C:27]([O:35][CH3:36])=[C:26]([NH:25][C:23]([CH2:22][N:13]2[C:14]3[C:19](=[CH:18][CH:17]=[CH:16][CH:15]=3)[C:20](=[O:21])[N:11]([CH2:10][CH2:9][NH:8][C:42]([CH:38]3[CH2:41][CH2:40][CH2:39]3)=[O:43])[C:12]2=[O:37])=[O:24])[CH:31]=1 |f:0.1|. Procedure: To a suspension of 2-[3-(2-Amino-ethyl)-2,4-dioxo-3,4-dihydro-2H-quinazolin-1-yl]-N-(5-chloro-2,4-dimethoxy-phenyl)-acetamide trifluoroacetate (75 mg, 0.17 mmol) in THF (1 ml), triethylamine is added (0.06 ml, 0.43 mmol) followed cyclobutane carbonyl chloride (30 mg, 0.26 mmol). The mixture is stirred overnight at RT. Water (3 ml) and then EtOAc is added to the mixture to give a suspension which is filtered to remove the solid. The filtrate is washed with water, dried and evaporated to afford th... Reactants: I(=O)(=O)(=O)[O-].[Na+] (sodium periodate), C(=C)C=1C=CC2=C(C(=CO2)CCNC(C)=O)C1 (N-[2-(5-Vinyl-1-benzofuran-3-yl)ethyl]acetamide). Reagents/catalysts: [Os](=O)(=O)(=O)=O (osmium tetroxide). Run in CC(C)(C)O (2-methyl-2-propanol), O1CCOCC1 (dioxane), O (water). Reaction conditions: time 8 hour. Yields the product C(=O)C=1C=CC2=C(C(=CO2)CCNC(C)=O)C1 (N-[2-(5-Formyl-1-benzofuran-3-yl)ethyl]acetamide). Reaction SMILES: I([O-])(=O)(=O)=[O:2].[Na+].[CH:7]([C:9]1[CH:10]=[CH:11][C:12]2[O:16][CH:15]=[C:14]([CH2:17][CH2:18][NH:19][C:20](=[O:22])[CH3:21])[C:13]=2[CH:23]=1)=C>CC(O)(C)C.O1CCOCC1.O.[Os](=O)(=O)(=O)=O>[CH:7]([C:9]1[CH:10]=[CH:11][C:12]2[O:16][CH:15]=[C:14]([CH2:17][CH2:18][NH:19][C:20](=[O:22])[CH3:21])[C:13]=2[CH:23]=1)=[O:2] |f:0.1|. Procedure details: 1.10 g of osmium tetroxide in 2-methyl-2-propanol and then 8.70 g of sodium periodate are added at room temperature to a solution of 10 mmol of the product obtained in Step C in a mixture of 50 ml of dioxane and 25 ml of water. After stirring overnight at room temperature, the suspension is filtered and the filtrate is concentrated under reduced pressure. The resulting residue is taken up in dichloromethane. The organic phase is washed with water, dried and evaporated. The residue is purified by... Starting materials: CC(C)C(=O)Cl, [H-], [Na+], c1ccc(Oc2ccc(-c3cc[nH]n3)cc2)cc1, CN(C)C=O. The product is CC(C)C(=O)n1ccc(-c2ccc(Oc3ccccc3)cc2)n1. Reaction SMILES: [C:21]([CH:22]([CH3:23])[CH3:24])(=[O:25])[Cl:26].[H-:20].[Na+:19].[O:1]([c:2]1[cH:3][cH:4][cH:5][cH:6][cH:7]1)[c:8]1[cH:9][cH:10][c:11](-[c:14]2[n:15][nH:16][cH:17][cH:18]2)[cH:12][cH:13]1.[O:27]=[CH:28][N:29]([CH3:30])[CH3:31]>>[O:1]([c:2]1[cH:3][cH:4][cH:5][cH:6][cH:7]1)[c:8]1[cH:9][cH:10][c:11](-[c:14]2[n:15][n:16]([C:21]([CH:22]([CH3:23])[CH3:24])=[O:25])[cH:17][cH:18]2)[cH:12][cH:13]1.